Dataset: the Open Reaction Database (ORD), a public repository of structured organic reaction records. Task: describe an organic reaction: reactants, conditions, products, and yield The reactants are CI, [H-], [Na+], COC(=O)CC1Nc2ccccc2NC1=O, CN(C)C=O, O. The product is COC(=O)CC1Nc2ccccc2N(C)C1=O. As a reaction SMILES: [CH3:19][I:20].[H-:18].[Na+:17].[O:1]=[C:2]1[CH:3]([CH2:12][C:13](=[O:14])[O:15][CH3:16])[NH:4][c:5]2[cH:6][cH:7][cH:8][cH:9][c:10]2[NH:11]1.[O:21]=[CH:22][N:23]([CH3:24])[CH3:25].[OH2:26]>>[O:1]=[C:2]1[CH:3]([CH2:12][C:13](=[O:14])[O:15][CH3:16])[NH:4][c:5]2[cH:6][cH:7][cH:8][cH:9][c:10]2[N:11]1[CH3:19]. Starting materials: C(C(=O)Cl)(=O)Cl (oxalyl chloride), CC1=C(N=C(O1)C1=CC=C(C(=O)O)C=C1)CS(=O)(=O)C1=CC=C(C=C1)C (4-(5-Methyl-4-{[(4-methylphenyl)sulfonyl]methyl}-1,3-oxazol-2-yl)benzoic Acid), N1=C(C=CC=C1)CN (2-pyridinylmethylamine). Yields the product CC1=C(N=C(O1)C1=CC=C(C(=O)NCC2=NC=CC=C2)C=C1)CS(=O)(=O)C1=CC=C(C=C1)C (4-(5-Methyl-4-{[(4-methylphenyl)sulfonyl]methyl}-1,3-oxazol-2-yl)-N-(2-pyridinylmethyl)benzamide). Isolated yield 79.8%. As a reaction SMILES: C(Cl)(=O)C(Cl)=O.[CH3:7][C:8]1[O:12][C:11]([C:13]2[CH:21]=[CH:20][C:16]([C:17](O)=[O:18])=[CH:15][CH:14]=2)=[N:10][C:9]=1[CH2:22][S:23]([C:26]1[CH:31]=[CH:30][C:29]([CH3:32])=[CH:28][CH:27]=1)(=[O:25])=[O:24].[N:33]1[CH:38]=[CH:37][CH:36]=[CH:35][C:34]=1[CH2:39][NH2:40]>>[CH3:7][C:8]1[O:12][C:11]([C:13]2[CH:21]=[CH:20][C:16]([C:17]([NH:40][CH2:39][C:34]3[CH:35]=[CH:36][CH:37]=[CH:38][N:33]=3)=[O:18])=[CH:15][CH:14]=2)=[N:10][C:9]=1[CH2:22][S:23]([C:26]1[CH:27]=[CH:28][C:29]([CH3:32])=[CH:30][CH:31]=1)(=[O:24])=[O:25]. Reported procedure: Reaction of oxalyl chloride (75 λL, 0.9 mmol) and benzoic acid 4 (215 mg, 0.6 mmol) with subsequent coupling to 2-pyridinylmethylamine (68 λL, 0.6 mmol) gave benzamide 8 (221 mg, 83%) as a white powder: mp (EtOAc) 154-155° C.; 1H NMR δ 9.21 (t, J=6.0 Hz, 1H, CONH), 8.52 (dd, J=4.8, 1.5 Hz, 1H, H-6′), 8.04 (d, J=8.6 Hz, 2H, H-2, H-6), 7.91 (d, J=8.6 Hz, 2H, H-3, H-5), 7.77 (dt, J=7.8, 1.8 Hz, 1H, H-4′), 7.67 (d, J=8.3 Hz, 2H, H-2″, H-6″), 7.42 (d, J=8.3 Hz, 2H, H-3″, H-5″), 7.35 (d, J=7.8 Hz, 1H,... The reactants are O=C[C@H](O)[C@@H](O)[C@H](O)[C@H](O)CO (D-glucose), C(CCC)NC[C@H](O)[C@@H](O)[C@H](O)[C@H](O)CO (N-n-butyl glucamine). Yields the product C(CCC)NC[C@H]1[C@H]([C@@H]([C@](CO)(O)O1)O)O (6-n-butylamino-6-deoxy-α-L-sorbofuranose). RXN SMILES: O=C[C@@H]([C@H]([C@@H]([C@@H](CO)O)O)O)O.[CH2:13]([NH:17][CH2:18][C@@H:19]([C@H:21]([C@@H:23]([C@@H:25]([CH2:27][OH:28])[OH:26])[OH:24])[OH:22])[OH:20])[CH2:14][CH2:15][CH3:16]>>[CH2:13]([NH:17][CH2:18][C@@H:19]1[O:20][C@:25]([OH:26])([CH2:27][OH:28])[C@@H:23]([OH:24])[C@@H:21]1[OH:22])[CH2:14][CH2:15][CH3:16]. Procedure: The process of claim 1 in which D-glucose is aminated to N-n-butyl glucamine which in turn is oxidized to produce 6-n-butylamino-6-deoxy-α-L-sorbofuranose which is reduced to produce N-n-butyl-1-deoxynojirimycin. Reactants: C(C)(C)(C)OC(=O)N1C(OC[C@@H]1[C@H]([C@H](CC1=CC(=CC(=C1)F)F)N(CC1=CC=CC=C1)CC1=CC=CC=C1)O)(C)C ((R)-4-[(1S,2S)-2-dibenzylamino-3-(3,5-difluorophenyl)-1-hydroxypropyl]-2,2-dimethyloxazolidine-3-carboxylic acid tert-butyl ester), C(C1=CC=CC=C1)Br (benzyl bromide), [H-].[Na+] (sodium hydride), [Cl-].[NH4+] (ammonium chloride). The solvent is CN(C=O)C (N,N-dimethylformamide). Run at time 15 minute. Yields the product C(C)(C)(C)OC(=O)N1C(OC[C@@H]1[C@H]([C@H](CC1=CC(=CC(=C1)F)F)N(CC1=CC=CC=C1)CC1=CC=CC=C1)OCC1=CC=CC=C1)(C)C ((R)-4-[(1S,2S)-1-benzyloxy-2-dibenzylamino-3-(3,5-difluorophenyl)-propyl]-2,2-dimethyloxazolidine-3-carboxylic acid tert-butyl ester). As a reaction SMILES: [H-].[Na+].[C:3]([O:7][C:8]([N:10]1[C@@H:14]([C@@H:15]([OH:41])[C@@H:16]([N:26]([CH2:34][C:35]2[CH:40]=[CH:39][CH:38]=[CH:37][CH:36]=2)[CH2:27][C:28]2[CH:33]=[CH:32][CH:31]=[CH:30][CH:29]=2)[CH2:17][C:18]2[CH:23]=[C:22]([F:24])[CH:21]=[C:20]([F:25])[CH:19]=2)[CH2:13][O:12][C:11]1([CH3:43])[CH3:42])=[O:9])([CH3:6])([CH3:5])[CH3:4].[CH2:44](Br)[C:45]1[CH:50]=[CH:49][CH:48]=[CH:47][CH:46]=1.[Cl-].[NH4+]>CN(C)C=O>[C:3]([O:7][C:8]([N:10]1[C@@H:14]([C@@H:15]([O:41][CH2:44][C:45]2[CH:50]=[CH:49][CH:48]=[CH:47][CH:46]=2)[C@@H:16]([N:26]([CH2:34][C:35]2[CH:40]=[CH:39][CH:38]=[CH:37][CH:36]=2)[CH2:27][C:28]2[CH:33]=[CH:32][CH:31]=[CH:30][CH:29]=2)[CH2:17][C:18]2[CH:23]=[C:22]([F:24])[CH:21]=[C:20]([F:25])[CH:19]=2)[CH2:13][O:12][C:11]1([CH3:43])[CH3:42])=[O:9])([CH3:6])([CH3:4])[CH3:5] |f:0.1,4.5|. Procedure: Add sodium hydride (4.4 g, 110 mmol, 60% in mineral oil) portionwise to a room temperature maintained solution of (R)-4-[(1S,2S)-2-dibenzylamino-3-(3,5-difluorophenyl)-1-hydroxypropyl]-2,2-dimethyloxazolidine-3-carboxylic acid tert-butyl ester (50.5 g, 89.222 mmol) and benzyl bromide (22 mL, 184.96 mmol) in N,N-dimethylformamide (400 mL). Stir for 15 minutes and pour into saturated aqueous ammonium chloride. Extract with ethyl acetate, dry (magnesium sulfate), filter, concentrate and purify (sil...